Dataset: the Open Reaction Database (ORD), a public repository of structured organic reaction records. Task: describe an organic reaction: reactants, conditions, products, and yield Starting materials: O=C(O)C(c1ccccc1)n1c(=O)[nH]c2cc(Cl)c(Cl)cc21, O=C(C(c1ccccc1)n1c(=O)[nH]c2ccccc21)N1CCN(c2ccncc2)CC1. The product is O=C(C(c1ccccc1)n1c(=O)[nH]c2cc(Cl)c(Cl)cc21)N1CCN(c2ccncc2)CC1. As a reaction SMILES: [Cl:32][c:33]1[cH:34][c:35]2[c:36]([n:37]([CH:41]([C:42](=[O:43])[OH:44])[c:45]3[cH:46][cH:47][cH:48][cH:49][cH:50]3)[c:38](=[O:40])[nH:39]2)[cH:51][c:52]1[Cl:53].[O:1]=[C:2]([CH:3]([n:4]1[c:5]2[cH:6][cH:7][cH:8][cH:9][c:10]2[nH:11][c:12]1=[O:13])[c:14]1[cH:15][cH:16][cH:17][cH:18][cH:19]1)[N:20]1[CH2:21][CH2:22][N:23]([c:26]2[cH:27][cH:28][n:29][cH:30][cH:31]2)[CH2:24][CH2:25]1>>[N:20]1([C:42]([CH:41]([n:37]2[c:36]3[c:35]([cH:34][c:33]([Cl:32])[c:52]([Cl:53])[cH:51]3)[nH:39][c:38]2=[O:40])[c:45]2[cH:46][cH:47][cH:48][cH:49][cH:50]2)=[O:44])[CH2:21][CH2:22][N:23]([c:26]2[cH:27][cH:28][n:29][cH:30][cH:31]2)[CH2:24][CH2:25]1.